From a dataset of the Open Reaction Database (ORD), a public repository of structured organic reaction records. describe an organic reaction: reactants, conditions, products, and yield Reactants: CC1=NC(NC(C1)(C)C)(C)C (Acetonine), ClC(C(=O)O)Cl (dichloroacetic acid), CC(=O)C (acetone), CO (methanol). Solvent: O (water). Reaction conditions: time 24 hour. The product is CC1(CC(=O)CC(N1)(C)C)C (triacetonamine). The yield is 136.0%. Reaction SMILES: [CH3:1][C:2]1[CH2:7][C:6]([CH3:9])([CH3:8])[NH:5][C:4]([CH3:11])([CH3:10])N=1.CC(C)=[O:14].CO.ClC(Cl)C(O)=O>O>[CH3:10][C:4]1([CH3:11])[NH:5][C:6]([CH3:9])([CH3:8])[CH2:7][C:2](=[O:14])[CH2:1]1. Reported procedure: 15.4 g. of Acetonine was dissolved in a mixed solvent comprising 169.8 g. of acetone and 56.6 g. of methanol. The solution was ice-cooled, added with 12.9 g. of dichloroacetic acid and 1.8 g. of water under stirring. The mixture was stirred at room temperature for 24 hours to effect the reaction. After completion of the reaction, the reaction mixture was concentrated under reduced pressure, added with 40% aqueous potassium carbonate solution and extracted with ether. The extract was dried over a... Starting materials: CC=1C(=NC=CC1)OC=1C=C(CP(OCC)(OCC)=O)C=CC1 (Diethyl 3-(3-methylpyridin-2-yloxy)benzylphosphonate), C(C)(C)(C)OC(=O)N1CCC(CC1)=O (4-oxo-piperidine-1-carboxylic acid tert-butyl ester), [H-].[Na+] (Sodium hydride), O (water). Reagents/catalysts: O1CCOCCOCCOCCOCC1 (1,4,7,10,13-pentaoxacyclopentadecane). Run in C1CCOC1 (THF), C1CCOC1 (THF). Reaction conditions: time 30 minute. Yields the product CC=1C(=NC=CC1)OC=1C=C(C=C2CCN(CC2)C(=O)OC(C)(C)C)C=CC1 (tert-Butyl 4-(3-(3-methylpyridin-2-yloxy)benzylidene)piperidine-1-carboxylate). The yield is 78.8%. Reaction SMILES: [CH3:1][C:2]1[C:3]([O:8][C:9]2[CH:10]=[C:11]([CH:21]=[CH:22][CH:23]=2)[CH2:12]P(=O)(OCC)OCC)=[N:4][CH:5]=[CH:6][CH:7]=1.[H-].[Na+].[C:26]([O:30][C:31]([N:33]1[CH2:38][CH2:37][C:36](=O)[CH2:35][CH2:34]1)=[O:32])([CH3:29])([CH3:28])[CH3:27].O>C1COCC1.O1CCOCCOCCOCCOCC1>[CH3:1][C:2]1[C:3]([O:8][C:9]2[CH:10]=[C:11]([CH:21]=[CH:22][CH:23]=2)[CH:12]=[C:36]2[CH2:37][CH2:38][N:33]([C:31]([O:30][C:26]([CH3:29])([CH3:28])[CH3:27])=[O:32])[CH2:34][CH2:35]2)=[N:4][CH:5]=[CH:6][CH:7]=1 |f:1.2|. Reported procedure: Diethyl 3-(3-methylpyridin-2-yloxy)benzylphosphonate (4.3 g, 13 mmol) from Step 3 and 1,4,7,10,13-pentaoxacyclopentadecane (15-Crown-5, 0.05 mL, 0.28 mmol) were combined in THF (150 mL). Sodium hydride (564 mg, 60% dispersion in mineral oil, 14.1 mmol) was added. The reaction was stirred for 30 min and then a solution of 4-oxo-piperidine-1-carboxylic acid tert-butyl ester (1.81 g, 14.1 mmol) in THF (15 mL) was added. After 16 h, water was added and the layers were separated. The aqueous layer wa...